This data is from the Open Reaction Database (ORD), a public repository of structured organic reaction records. The task is: describe an organic reaction: reactants, conditions, products, and yield Reactants: COC(C(CCN1CCN(CC1)S(=O)(=O)C)(C)C1=CC(=C(C=C1)Cl)Cl)=O (2-(3,4-dichloro-phenyl)-4-(4-methanesulfonyl-piperazin-1-yl)-2-methyl-butyric acid methyl ester), O[Li].O (LiOH.H2O), Cl (HCl). Solvent: O (water), C1CCOC1 (THF). Reaction conditions: time 16 hour. The product is ClC=1C=C(C=CC1Cl)C(C(=O)O)(CCN1CCN(CC1)S(=O)(=O)C)C (2-(3,4-Dichloro-phenyl)-4-(4-methanesulfonyl-piperazin-1-yl)-2-methyl-butyric acid). Reaction SMILES: C[O:2][C:3](=[O:26])[C:4]([C:18]1[CH:23]=[CH:22][C:21]([Cl:24])=[C:20]([Cl:25])[CH:19]=1)([CH3:17])[CH2:5][CH2:6][N:7]1[CH2:12][CH2:11][N:10]([S:13]([CH3:16])(=[O:15])=[O:14])[CH2:9][CH2:8]1.O[Li].O.Cl>O.C1COCC1>[Cl:25][C:20]1[CH:19]=[C:18]([C:4]([CH3:17])([CH2:5][CH2:6][N:7]2[CH2:8][CH2:9][N:10]([S:13]([CH3:16])(=[O:15])=[O:14])[CH2:11][CH2:12]2)[C:3]([OH:26])=[O:2])[CH:23]=[CH:22][C:21]=1[Cl:24] |f:1.2|. Procedure: A mixture of 1.15 g (2.7 mmol) 2-(3,4-dichloro-phenyl)-4-(4-methanesulfonyl-piperazin-1-yl)-2-methyl-butyric acid methyl ester and 0.171 g (4.08 mmol) LiOH.H2O in 25 mL water and 25 mL THF was stirred at room temperature for 16 h. The mixture was treated with 4N HCl aq. and evaporated to dryness. The residue was used without further purification in the subsequent step. MS(m/e): 409.2 (MH+).